Dataset: the Open Reaction Database (ORD), a public repository of structured organic reaction records. Task: describe an organic reaction: reactants, conditions, products, and yield Starting materials: C(C1=CC=CC=C1)OC(=O)N1CC(N(CC1)CCOC(C)=O)=O (4-(2-acetoxy-ethyl)-3-oxo-piperazine-1-carboxylic acid benzyl ester), C([O-])([O-])=O.[K+].[K+] (potassium carbonate). The solvent is CO (methanol), O (water), C(Cl)(Cl)Cl (chloroform). The product is C(C1=CC=CC=C1)OC(=O)N1CC(N(CC1)CCO)=O (4-(2-hydroxy-ethyl)-3-oxo-piperazine-1-carboxylic acid benzyl ester). The yield is 97.1%. Reaction SMILES: [CH2:1]([O:8][C:9]([N:11]1[CH2:16][CH2:15][N:14]([CH2:17][CH2:18][O:19]C(=O)C)[C:13](=[O:23])[CH2:12]1)=[O:10])[C:2]1[CH:7]=[CH:6][CH:5]=[CH:4][CH:3]=1.C(=O)([O-])[O-].[K+].[K+]>CO.O.C(Cl)(Cl)Cl>[CH2:1]([O:8][C:9]([N:11]1[CH2:16][CH2:15][N:14]([CH2:17][CH2:18][OH:19])[C:13](=[O:23])[CH2:12]1)=[O:10])[C:2]1[CH:3]=[CH:4][CH:5]=[CH:6][CH:7]=1 |f:1.2.3|. Reported procedure: To 4-(2-acetoxy-ethyl)-3-oxo-piperazine-1-carboxylic acid benzyl ester (925 mg) in methanol (10 ml) was added potassium carbonate (800 mg) in water (4 mL). After 2 hours at room temperature the mixture was diluted with chloroform, washed with brine, dried (MgSO4) and the solvent removed in vacuo to yield 4-(2-hydroxy-ethyl)-3-oxo-piperazine-1-carboxylic acid benzyl ester (780 mg). This material was dissolved in ethanol and stirred over 10% Pd/C under an atmosphere of hydrogen for 24 hours. The r... Reactants: CC(=O)N(CC(=O)O)C1CCCC1 (N-acetyl-(D,L)-cyclopentylglycine), Cl (hydrochloric acid). Yields the product C1(CCCC1)NCC(=O)O (Cyclopentylglycine). RXN SMILES: CC([N:4]([CH:9]1[CH2:13][CH2:12][CH2:11][CH2:10]1)[CH2:5][C:6]([OH:8])=[O:7])=O.Cl>>[CH:9]1([NH:4][CH2:5][C:6]([OH:8])=[O:7])[CH2:13][CH2:12][CH2:11][CH2:10]1. Reported procedure: Cyclopentylglycine was prepared by hydrolysing N-acetyl-(D,L)-cyclopentylglycine with 6N hydrochloric acid, the former having been prepared as described in the literature by J. T. Hill and F. W. Dunn, J. Org. chem. 30(1965), 1321. The reactants are COc1ccccc1C(C)C(=O)O, COc1ccccc1C1(O)C(O)CC(c2ccccc2)(c2ccccc2)C2CNCC21. Product: COc1ccccc1C(C)C(=O)N1CC2C(C1)C(O)(c1ccccc1OC)C(O)CC2(c1ccccc1)c1ccccc1. As a reaction SMILES: [CH3:32][O:33][c:34]1[c:35]([CH:40]([C:41](=[O:42])[OH:43])[CH3:44])[cH:36][cH:37][cH:38][cH:39]1.[c:1]1([C:7]2([c:26]3[cH:27][cH:28][cH:29][cH:30][cH:31]3)[CH2:8][CH:9]([OH:25])[C:10]([OH:16])([c:17]3[c:18]([O:23][CH3:24])[cH:19][cH:20][cH:21][cH:22]3)[CH:11]3[CH2:12][NH:13][CH2:14][CH:15]23)[cH:2][cH:3][cH:4][cH:5][cH:6]1>>[c:1]1([C:7]2([c:26]3[cH:27][cH:28][cH:29][cH:30][cH:31]3)[CH2:8][CH:9]([OH:25])[C:10]([OH:16])([c:17]3[c:18]([O:23][CH3:24])[cH:19][cH:20][cH:21][cH:22]3)[CH:11]3[CH2:12][N:13]([C:41]([CH:40]([c:35]4[c:34]([O:33][CH3:32])[cH:39][cH:38][cH:37][cH:36]4)[CH3:44])=[O:42])[CH2:14][CH:15]23)[cH:2][cH:3][cH:4][cH:5][cH:6]1.